Dataset: the Open Reaction Database (ORD), a public repository of structured organic reaction records. Task: describe an organic reaction: reactants, conditions, products, and yield Reactants: NC1Cc2cc(Cl)ccc2N(Cc2ccccc2)C1, ClCCCl, O=C(O)CCc1ccc2c(c1)OCO2, On1nnc2ccccc21. Product: O=C(CCc1ccc2c(c1)OCO2)NC1Cc2cc(Cl)ccc2N(Cc2ccccc2)C1. RXN SMILES: [CH2:25]([c:26]1[cH:27][cH:28][cH:29][cH:30][cH:31]1)[N:32]1[CH2:33][CH:34]([NH2:43])[CH2:35][c:36]2[cH:37][c:38]([Cl:42])[cH:39][cH:40][c:41]21.[Cl:44][CH2:45][CH2:46][Cl:47].[O:11]1[CH2:12][O:13][c:14]2[c:15]1[cH:16][cH:17][c:18]([CH2:20][CH2:21][C:22](=[O:23])[OH:24])[cH:19]2.[OH:1][n:2]1[c:3]2[c:4]([cH:5][cH:6][cH:7][cH:8]2)[n:9][n:10]1>>[O:11]1[CH2:12][O:13][c:14]2[c:15]1[cH:16][cH:17][c:18]([CH2:20][CH2:21][C:22](=[O:24])[NH:43][CH:34]1[CH2:33][N:32]([CH2:25][c:26]3[cH:27][cH:28][cH:29][cH:30][cH:31]3)[c:41]3[c:36]([cH:37][c:38]([Cl:42])[cH:39][cH:40]3)[CH2:35]1)[cH:19]2. Starting materials: C(C)OC(C[C@H](CCC)N1C(N(C2=C1C=CC=C2)CC2=CN(C1=CC=CC(=C21)C)C)=O)=O ((S)-3-[3-(1,4-Dimethyl-1H-indol-3-ylmethyl)-2-oxo-2,3-dihydro-benzoimidazol-1-yl]-hexanoic acid ethyl ester), [Li+].[OH-] (LiOH). Solvent: O1CCOCC1 (1,4-dioxane), O (water). Run at time 12 hour. Product: CN1C=C(C2=C(C=CC=C12)C)CN1C(N(C2=C1C=CC=C2)[C@H](CC(=O)O)CCC)=O ((S)-3-[3-(1,4-Dimethyl-1H-indol-3-ylmethyl)-2-oxo-2,3-dihydro-benzoimidazol-1-yl]-hexanoic acid). RXN SMILES: C([O:3][C:4](=[O:32])[CH2:5][C@@H:6]([N:10]1[C:14]2[CH:15]=[CH:16][CH:17]=[CH:18][C:13]=2[N:12]([CH2:19][C:20]2[C:28]3[C:23](=[CH:24][CH:25]=[CH:26][C:27]=3[CH3:29])[N:22]([CH3:30])[CH:21]=2)[C:11]1=[O:31])[CH2:7][CH2:8][CH3:9])C.[Li+].[OH-]>O1CCOCC1.O>[CH3:30][N:22]1[C:23]2[C:28](=[C:27]([CH3:29])[CH:26]=[CH:25][CH:24]=2)[C:20]([CH2:19][N:12]2[C:13]3[CH:18]=[CH:17][CH:16]=[CH:15][C:14]=3[N:10]([C@@H:6]([CH2:7][CH2:8][CH3:9])[CH2:5][C:4]([OH:32])=[O:3])[C:11]2=[O:31])=[CH:21]1 |f:1.2|. Procedure: To a solution of (S)-3-[3-(1,4-Dimethyl-1H-indol-3-ylmethyl)-2-oxo-2,3-dihydro-benzoimidazol-1-yl]-hexanoic acid ethyl ester (4.2 g, 9.8 mmol) in 1,4-dioxane (100 mL) and water (10 mL) was added LiOH (234 mg, 9.8 mmol) at room temperature. The solution was stirred at the same temperature for 12 hours. The solution was concentrated and water was added to the residue. The solution was acidified by 12N HCl in an ice-bath. The solid that precipitated out from the solution was collected by filtration... Starting materials: COCCOCCOc1cc2nc[nH]c(=O)c2cc1OC, CN(C)C=O, O=S(Cl)Cl. The product is COCCOCCOc1cc2ncnc(Cl)c2cc1OC. RXN SMILES: [CH3:1][O:2][c:3]1[cH:4][c:5]2[c:6](=[O:21])[nH:7][cH:8][n:9][c:10]2[cH:11][c:12]1[O:13][CH2:14][CH2:15][O:16][CH2:17][CH2:18][O:19][CH3:20].[O:26]=[CH:27][N:28]([CH3:29])[CH3:30].[S:22]([Cl:23])([Cl:24])=[O:25]>>[CH3:1][O:2][c:3]1[cH:4][c:5]2[c:6]([Cl:24])[n:7][cH:8][n:9][c:10]2[cH:11][c:12]1[O:13][CH2:14][CH2:15][O:16][CH2:17][CH2:18][O:19][CH3:20]. Reactants: C(C1=CC=CC=C1)Br (Benzyl bromide), FC([O-])(C(C(F)(F)F)(C(F)(F)F)F)F.CN(C)[S+](N(C)C)N(C)C (tris(dimethylamino)sulfonium 1,1,2,3,3,3-hexafluoro-2-(trifluoromethyl)propoxide), O (water). Run in C(C)#N (acetonitrile). Run at time 2 hour. The product is FC(C(C(F)(F)F)(C(F)(F)F)F)(F)OCC1=CC=CC=C1 (benzyl 1,1,2,3,3,3-hexafluoro-2-(trifluoromethyl)propyl ether). As a reaction SMILES: [CH2:1](Br)[C:2]1[CH:7]=[CH:6][CH:5]=[CH:4][CH:3]=1.[F:9][C:10]([F:22])([C:12]([F:21])([C:17]([F:20])([F:19])[F:18])[C:13]([F:16])([F:15])[F:14])[O-:11].CN([S+](N(C)C)N(C)C)C.O>C(#N)C>[F:9][C:10]([O:11][CH2:1][C:2]1[CH:7]=[CH:6][CH:5]=[CH:4][CH:3]=1)([F:22])[C:12]([F:21])([C:13]([F:15])([F:14])[F:16])[C:17]([F:20])([F:19])[F:18] |f:1.2|. Procedure: Benzyl bromide, 10.62 g (0.0621 mol), was added dropwise to a solution of 27.5 g (0.069 mol) of tris(dimethylamino)sulfonium 1,1,2,3,3,3-hexafluoro-2-(trifluoromethyl)propoxide (prepared as in Example 7) in 50 mL of acetonitrile at 25°. The reaction mixture was stirred for 2 h and then poured into water. The aqueous mixture was extracted with ether, and the ether extracts were washed with water, dried (MgSO4), and distilled to give benzyl 1,1,2,3,3,3-hexafluoro-2-(trifluoromethyl)propyl ether as... Yield: 52.9%. Conditions: time 3 hour. As a reaction SMILES: C([O:3][C:4](=[O:36])[C@H:5]([CH3:35])[CH2:6][C@H:7]([NH:21][C:22](=[O:34])[CH2:23][CH2:24][C:25]1[N:29](CCC#N)[N:28]=[N:27][N:26]=1)[CH2:8][C:9]1[CH:14]=[CH:13][C:12]([C:15]2[CH:20]=[CH:19][CH:18]=[CH:17][CH:16]=2)=[CH:11][CH:10]=1)C.C1CCN2C(=NCCC2)CC1>ClCCl>[C:12]1([C:15]2[CH:20]=[CH:19][CH:18]=[CH:17][CH:16]=2)[CH:13]=[CH:14][C:9]([CH2:8][C@@H:7]([NH:21][C:22](=[O:34])[CH2:23][CH2:24][C:25]2[NH:29][N:28]=[N:27][N:26]=2)[CH2:6][C@@H:5]([CH3:35])[C:4]([OH:36])=[O:3])=[CH:10][CH:11]=1. Procedure details: To a solution of (2R,4S)-5-Biphenyl-4-yl-4-{3-[1-(2-cyano-ethyl)-1H-tetrazol-5-yl]-propionylamino}-2-methyl-pentanoic acid ethyl ester (32 mg, 0.065 mmol) in dichloromethane (1 mL) is added DBU (24 mg, 0.164 mmol). After stirring for 3 hours, additional DBU (24 mg, 0.146 mmol) is added. After stirring for 2 hours, the reaction mixture is diluted with dichloromethane and washed with saturated aqueous NH4Cl. The organic layer is dried over Na2SO4 and concentrated. The residue is dissolved in MeOH ... Run in ClCCl (dichloromethane), ClCCl (dichloromethane). Product: C1(=CC=C(C=C1)C[C@H](C[C@H](C(=O)O)C)NC(CCC1=NN=NN1)=O)C1=CC=CC=C1 ((2R,4S)-5-biphenyl-4-yl-2-methyl-4-(3-1H-tetrazol-5-yl-propionylamino)-pentanoic acid). The reactants are C(C)OC([C@@H](C[C@@H](CC1=CC=C(C=C1)C1=CC=CC=C1)NC(CCC1=NN=NN1CCC#N)=O)C)=O ((2R,4S)-5-Biphenyl-4-yl-4-{3-[1-(2-cyano-ethyl)-1H-tetrazol-5-yl]-propionylamino}-2-methyl-pentanoic acid ethyl ester), C1CCC2=NCCCN2CC1 (DBU), C1CCC2=NCCCN2CC1 (DBU). Starting materials: C=1C=C[NH+]=CC1.[O-][Cr](=O)(=O)Cl (PCC), FC=1C=C(CO)C=CC1C#N (3-fluoro-4-cyanobenzyl alcohol), C(C)(C)(C)OC (methyl tert.-butyl ether). Solvent: C(Cl)Cl (methylene chloride), C(Cl)Cl (methylene chloride). The product is FC=1C=C(C=O)C=CC1C#N (3-fluoro-4-cyanobenzaldehyde). As a reaction SMILES: [F:1][C:2]1[CH:3]=[C:4]([CH:7]=[CH:8][C:9]=1[C:10]#[N:11])[CH2:5][OH:6].C1C=C[NH+]=CC=1.[O-][Cr](Cl)(=O)=O.C(OC)(C)(C)C>C(Cl)Cl>[F:1][C:2]1[CH:3]=[C:4]([CH:7]=[CH:8][C:9]=1[C:10]#[N:11])[CH:5]=[O:6] |f:1.2|. Reported procedure: A solution of 22 g of 3-fluoro-4-cyanobenzyl alcohol in 50 ml of methylene chloride is added, with stirring, to 48 g of PCC in 150 ml of methylene chloride. After one hour 300 ml of methyl tert.-butyl ether are added to the reaction mixture and the latter is filtered, with the addition of Celite. Removing the solvent and recrystallising the residue from aqueous ethanol gives 3-fluoro-4-cyanobenzaldehyde, m.p. 83°-85°, IR (cm-1): 3089, 2880, 2239, 1699, 1571, 1499, 1486, 1428, 1392, 1299, 1251, 1...